From a dataset of the Open Reaction Database (ORD), a public repository of structured organic reaction records. describe an organic reaction: reactants, conditions, products, and yield Starting materials: C(C1=CC=CC=C1)(=O)NC(=S)NC1=NC=C(C=C1OC1=CC=CC=C1)Br (1-benzoyl-3-(5-bromo-3-phenoxypyridin-2-yl)thiourea), C1CCOC1 (THF), [OH-].[Na+] (NaOH). Solvent: O (water). Product: BrC=1C=C(C(=NC1)NC(=S)N)OC1=CC=CC=C1 (1-(5-bromo-3-phenoxypyridin-2-yl)thiourea). Isolated yield 93.0%. RXN SMILES: C([NH:9][C:10]([NH:12][C:13]1[C:18]([O:19][C:20]2[CH:25]=[CH:24][CH:23]=[CH:22][CH:21]=2)=[CH:17][C:16]([Br:26])=[CH:15][N:14]=1)=[S:11])(=O)C1C=CC=CC=1.C1COCC1.[OH-].[Na+]>O>[Br:26][C:16]1[CH:17]=[C:18]([O:19][C:20]2[CH:21]=[CH:22][CH:23]=[CH:24][CH:25]=2)[C:13]([NH:12][C:10]([NH2:9])=[S:11])=[N:14][CH:15]=1 |f:2.3|. Procedure: A 2 L flask was charged with 1-benzoyl-3-(5-bromo-3-phenoxypyridin-2-yl)thiourea (94.3 g, 220 mmol) and THF (900 mL). 2M NaOH (330 mL, 660 mmol) was added and the reaction was heated at reflux overnight. The reaction was cooled to ambient temperature and 300 mL water was added slowly and then the THF was removed in vacuo to afford an aqueous slurry which was filtered, washed with water and dried to give 1-(5-bromo-3-phenoxypyridin-2-yl)thiourea (66.35 g, 93% yield) as a light tan solid.